The task is: describe an organic reaction: reactants, conditions, products, and yield. This data is from the Open Reaction Database (ORD), a public repository of structured organic reaction records. Starting materials: [BH4-], COC(=O)Cc1cc(Cl)cc(Oc2ccc([N+](=O)[O-])cc2C=O)c1, CO, [Na+]. Yields the product COC(=O)Cc1cc(Cl)cc(Oc2ccc([N+](=O)[O-])cc2CO)c1. RXN SMILES: [BH4-:25].[CH3:1][O:2][C:3]([CH2:4][c:5]1[cH:6][c:7]([Cl:23])[cH:8][c:9]([O:11][c:12]2[c:13]([CH:21]=[O:22])[cH:14][c:15]([N+:18](=[O:19])[O-:20])[cH:16][cH:17]2)[cH:10]1)=[O:24].[CH3:27][OH:28].[Na+:26]>>[CH3:1][O:2][C:3]([CH2:4][c:5]1[cH:6][c:7]([Cl:23])[cH:8][c:9]([O:11][c:12]2[c:13]([CH2:21][OH:22])[cH:14][c:15]([N+:18](=[O:19])[O-:20])[cH:16][cH:17]2)[cH:10]1)=[O:24]. Reactants: OC1=C(N)C=CC(=C1)[N+](=O)[O-] (2-hydroxy 4-nitro aniiine), ClC1=C(C=CC(=C1)Cl)N=C=O (2,4-dichloro phenyl isocyanate). The product is OC1=C(C=CC(=C1)[N+](=O)[O-])NC(=O)NC1=C(C=C(C=C1)Cl)Cl (N-(2-hydroxy 4-nitro phenyl) N′-(2,4-dichloro phenyl)urea). Isolated yield 38.0%. RXN SMILES: [OH:1][C:2]1[CH:8]=[C:7]([N+:9]([O-:11])=[O:10])[CH:6]=[CH:5][C:3]=1[NH2:4].[Cl:12][C:13]1[CH:18]=[C:17]([Cl:19])[CH:16]=[CH:15][C:14]=1[N:20]=[C:21]=[O:22]>>[OH:1][C:2]1[CH:8]=[C:7]([N+:9]([O-:11])=[O:10])[CH:6]=[CH:5][C:3]=1[NH:4][C:21]([NH:20][C:14]1[CH:15]=[CH:16][C:17]([Cl:19])=[CH:18][C:13]=1[Cl:12])=[O:22]. Reported procedure: The urea was prepared from 2-hydroxy 4-nitro aniiine (308 mg, 2 mmol) and 2,4-dichloro phenyl isocyanate (2 mmol) by general Method B. It was purified by dilution with methylene chloride and precipitation with hexane. Filtering afforded the title compound (0.26 g, 38%). EI-MS m/z 342 (M+H)+ The reactants are N1=CC=C(C=C1)C1=NNC(SC1)=O (5-(4-Pyridyl)-3H,6H-1,3,4-thiadiazin-2-one), COC1=CC=C(C=C1)C(=O)CBr (4'-methoxyphenacyl bromide). The solvent is C(C)O (ethanol). Conditions: time 8 hour. Yields the product [Br-].COC1=CC=C(C=C1)C(=O)C[N+]1=CC=C(C=C1)C1=NNC(SC1)=O (1-[(4-methoxyphenyl)carbonylmethyl]-4-(3H,6H-1,3,4-thiadiazin-2-one-5-yl)pyridinium bromide). The yield is 96.4%. Reaction SMILES: [N:1]1[CH:6]=[CH:5][C:4]([C:7]2[CH2:12][S:11][C:10](=[O:13])[NH:9][N:8]=2)=[CH:3][CH:2]=1.[CH3:14][O:15][C:16]1[CH:21]=[CH:20][C:19]([C:22]([CH2:24][Br:25])=[O:23])=[CH:18][CH:17]=1>C(O)C>[Br-:25].[CH3:14][O:15][C:16]1[CH:21]=[CH:20][C:19]([C:22]([CH2:24][N+:1]2[CH:2]=[CH:3][C:4]([C:7]3[CH2:12][S:11][C:10](=[O:13])[NH:9][N:8]=3)=[CH:5][CH:6]=2)=[O:23])=[CH:18][CH:17]=1 |f:3.4|. Procedure: 5-(4-Pyridyl)-3H,6H-1,3,4-thiadiazin-2-one (386 mg, 2 mmol) and 4'-methoxyphenacyl bromide (550 mg, 2.4 mmol) were dissolved in absolute ethanol (6 ml), refluxed for three hours and then stirred at room temperature overnight. The resulting precipitate was collected by filtration and washed with absolute ethanol to obtain the titled compound (814 mg) as light brown powder. Starting materials: N#N (N2), BrC1=CN(C(C2=CC=C(C=C12)F)=O)C (4-bromo-6-fluoro-2-methylisoquinolin-1-one), CS(=O)(=O)NC=1C=C(C=CC1)B(O)O ((3-methanesulfonamidophenyl)boronic acid), [O-]P(=O)([O-])[O-].[K+].[K+].[K+] (K3PO4). The reagents and catalysts are C1=CC=C(C=C1)P([C-]2C=CC=C2)C3=CC=CC=C3.C1=CC=C(C=C1)P([C-]2C=CC=C2)C3=CC=CC=C3.Cl[Pd]Cl.[Fe+2] (Pd(dppf)Cl2). Solvent: O1CCOCC1 (dioxane). The product is FC=1C=C2C(=CN(C(C2=CC1)=O)C)C=1C=C(C=CC1)NS(=O)(=O)C (N-[3-(6-fluoro-2-methyl-1-oxoisoquinolin-4-yl)phenyl]methanesulfonamide). Isolated yield 50.0%. Reaction SMILES: N#N.Br[C:4]1[C:13]2[C:8](=[CH:9][CH:10]=[C:11]([F:14])[CH:12]=2)[C:7](=[O:15])[N:6]([CH3:16])[CH:5]=1.[CH3:17][S:18]([NH:21][C:22]1[CH:23]=[C:24](B(O)O)[CH:25]=[CH:26][CH:27]=1)(=[O:20])=[O:19].[O-]P([O-])([O-])=O.[K+].[K+].[K+]>O1CCOCC1.C1C=CC(P(C2C=CC=CC=2)[C-]2C=CC=C2)=CC=1.C1C=CC(P(C2C=CC=CC=2)[C-]2C=CC=C2)=CC=1.Cl[Pd]Cl.[Fe+2]>[F:14][C:11]1[CH:12]=[C:13]2[C:8](=[CH:9][CH:10]=1)[C:7](=[O:15])[N:6]([CH3:16])[CH:5]=[C:4]2[C:26]1[CH:27]=[C:22]([NH:21][S:18]([CH3:17])(=[O:19])=[O:20])[CH:23]=[CH:24][CH:25]=1 |f:3.4.5.6,8.9.10.11|. Reported procedure: For about 3 min N2 was bubbled through a mixture of 4-bromo-6-fluoro-2-methylisoquinolin-1-one (41 mg, 0.16 mmol), (3-methanesulfonamidophenyl)boronic acid (38 mg, 0.18 mmol), aqueous 1 M K3PO4 (0.3 mL) and Pd(dppf)Cl2 (12 mg, 0.016 mmol) in dioxane (1.2 mL) which was then microwaved for 1 h at 120° C. Work up was similar to that described for Example 18, step 3. Purification using silica gel chromatography, eluting with 40-80% EA in hexane over 5 min and continuing 80% isocratic EA gave the tit... The reactants are BrCCCCOC=1C=C2CCC(NC2=CC1)=O (6-(4-bromo-butoxy)-3,4-dihydro-carbostyril), ClC1=C(C=C(C(=C1)Cl)Cl)S (2,4,5-trichloro-thiophenol). Yields the product ClC1=C(C=C(C(=C1)Cl)Cl)SCCCCOC=1C=C2CCC(NC2=CC1)=O (6-[4-(2,4,5-Trichlorophenyl-mercapto)-butoxy]-3,4-dihydro-carbostyril). Reaction SMILES: Br[CH2:2][CH2:3][CH2:4][CH2:5][O:6][C:7]1[CH:8]=[C:9]2[C:14](=[CH:15][CH:16]=1)[NH:13][C:12](=[O:17])[CH2:11][CH2:10]2.[Cl:18][C:19]1[CH:24]=[C:23]([Cl:25])[C:22]([Cl:26])=[CH:21][C:20]=1[SH:27]>>[Cl:18][C:19]1[CH:24]=[C:23]([Cl:25])[C:22]([Cl:26])=[CH:21][C:20]=1[S:27][CH2:2][CH2:3][CH2:4][CH2:5][O:6][C:7]1[CH:8]=[C:9]2[C:14](=[CH:15][CH:16]=1)[NH:13][C:12](=[O:17])[CH2:11][CH2:10]2. Procedure: Prepared analogous to Example 122 from 6-(4-bromo-butoxy)-3,4-dihydro-carbostyril (m.p.: 142°-147° C.) and 2,4,5-trichloro-thiophenol. Starting materials: CC(C)(C)[Si](C)(C)Oc1ccc2c(c1)Oc1ccccc1C2=C1C2CC3CC(C2)CC1C3, C1CCOC1, CCOCC. Product: Oc1ccc2c(c1)Oc1ccccc1C2=C1C2CC3CC(C2)CC1C3. As a reaction SMILES: [C:1]([Si:2]([CH3:3])([CH3:4])[O:6][c:7]1[cH:8][cH:9][c:10]2[c:19]([cH:20]1)[O:18][c:17]1[c:12]([cH:13][cH:14][cH:15][cH:16]1)[C:11]2=[C:21]1[CH:22]2[CH2:23][CH:24]3[CH2:25][CH:26]([CH2:27][CH:28]1[CH2:29]3)[CH2:30]2)([CH3:5])([CH3:31])[CH3:32].[CH2:33]1[O:34][CH2:35][CH2:36][CH2:37]1.[CH3:38][CH2:39][O:40][CH2:41][CH3:42]>>[OH:6][c:7]1[cH:8][cH:9][c:10]2[c:19]([cH:20]1)[O:18][c:17]1[c:12]([cH:13][cH:14][cH:15][cH:16]1)[C:11]2=[C:21]1[CH:22]2[CH2:23][CH:24]3[CH2:25][CH:26]([CH2:27][CH:28]1[CH2:29]3)[CH2:30]2. The reactants are C1(CC1)C=1C(=CC(=NC1)C(=O)O)OCC1CC1 (5-Cyclopropyl-4-cyclopropylmethoxy-pyridine-2-carboxylic acid), N[C@H](C(=O)N)CC(C)C ((S)-2-Amino-4-methyl-pentanoic acid amide). The product is C(N)(=O)[C@H](CC(C)C)NC(=O)C1=NC=C(C(=C1)OCC1CC1)C1CC1 (5-Cyclopropyl-4-cyclopropylmethoxy-pyridine-2-carboxylic acid ((S)-1-carbamoyl-3-methyl-butyl)-amide). Reaction SMILES: [CH:1]1([C:4]2[C:5]([O:13][CH2:14][CH:15]3[CH2:17][CH2:16]3)=[CH:6][C:7]([C:10]([OH:12])=O)=[N:8][CH:9]=2)[CH2:3][CH2:2]1.[NH2:18][C@@H:19]([CH2:23][CH:24]([CH3:26])[CH3:25])[C:20]([NH2:22])=[O:21]>>[C:20]([C@@H:19]([NH:18][C:10]([C:7]1[CH:6]=[C:5]([O:13][CH2:14][CH:15]2[CH2:17][CH2:16]2)[C:4]([CH:1]2[CH2:2][CH2:3]2)=[CH:9][N:8]=1)=[O:12])[CH2:23][CH:24]([CH3:26])[CH3:25])(=[O:21])[NH2:22]. Reported procedure: The title compound was synthesized in analogy to Example 24d, using 5-Cyclopropyl-4-cyclopropylmethoxy-pyridine-2-carboxylic acid (Example 42c) and (S)-2-Amino-4-methyl-pentanoic acid amide (CAN 687-51-4) as starting materials and isolated (10.5 mg, 20%) as colorless oil; MS (ESI, m/z): 346.6 (M+H+). The solvent is C1(=CC=CC=C1)C (toluene). Reaction conditions: time 6 hour. RXN SMILES: [Br:1][CH2:2][CH2:3][CH2:4][OH:5].[Br:6][CH:7]([CH3:11])[C:8](Br)=[O:9].C([O-])([O-])=O.[Na+].[Na+]>C1(C)C=CC=CC=1>[Br:1][CH2:2][CH2:3][CH2:4][O:5][C:8](=[O:9])[CH:7]([Br:6])[CH3:11] |f:2.3.4|. The product is BrCCCOC(C(C)Br)=O (2-Bromo-propionic acid 3-bromo-propyl ester). Reactants: BrCCCO (3-Bromopropanol), BrC(C(=O)Br)C (2-bromopropionylbromide), solution, C(=O)([O-])[O-].[Na+].[Na+] (Na2CO3). Yield: 96.1%. Procedure: 3-Bromopropanol (10.75 g, 0.075 mol) is added over 20 minutes to a solution of 2-bromopropionylbromide (17.9 g, 0.079 mol) in toluene (75 ml) while keeping the temperature between 15-20° C. The mixture is stirred for 6 h at room temperature and is then poured under vigorous stirring into 1M solution of Na2CO3 (80 ml). The organic layer is separated, washed with water (3×50 ml), dried over MgSO4 and evaporated to afford 19.75 g of the title compound as a colorless oil. Starting materials: OS(=O)(=O)O (H2SO4), N1=C(C=CC(=C1)C(=O)O)C(=O)O (2,5-pyridinedicarboxylic acid), CCO (EtOH), C1=CC=CC=C1 (benzene). Conditions: time 5 hour. The product is N1=C(C=CC(=C1)C(=O)OCC)C(=O)OCC (Diethyl Pyridine-2,5-dicarboxylate). Reaction SMILES: [N:1]1[CH:6]=[C:5]([C:7]([OH:9])=[O:8])[CH:4]=[CH:3][C:2]=1[C:10]([OH:12])=[O:11].OS(O)(=O)=O.[CH:18]1C=CC=C[CH:19]=1.[CH3:24][CH2:25]O>>[N:1]1[CH:6]=[C:5]([C:7]([O:9][CH2:18][CH3:19])=[O:8])[CH:4]=[CH:3][C:2]=1[C:10]([O:12][CH2:24][CH3:25])=[O:11]. Procedure details: To a suspension of 100 g (0.6 mol) of 2,5-pyridinedicarboxylic acid in 300 mL of absolute EtOH was added 100 mL of concentrated H2SO4 over a period of 1.5 h. During this time, the solid gradually all went into solution. The brown reaction mixture was refluxed for 16 h. Then 200 mL of benzene was added and the benzene/EtOH/H2O azeotrope was removed at the rate of 30 mL/30 min, with more 1:1 benzene/EtOH mixture added at 30-min intervals. After 5 h, the reaction mixture was poured onto 30 L of ice... Starting materials: CCO, O=[N+]([O-])c1ccc(OCCOc2ccccn2)cc1, [Na+], [OH-], O, O, Cl[Sn]Cl. The product is Nc1ccc(OCCOc2ccccn2)cc1. As a reaction SMILES: [CH3:27][CH2:28][OH:29].[N+:1]([O-:2])(=[O:3])[c:4]1[cH:5][cH:6][c:7]([O:8][CH2:9][CH2:10][O:11][c:12]2[n:13][cH:14][cH:15][cH:16][cH:17]2)[cH:18][cH:19]1.[Na+:26].[OH-:25].[OH2:20].[OH2:21].[Sn:22]([Cl:23])[Cl:24]>>[NH2:1][c:4]1[cH:5][cH:6][c:7]([O:8][CH2:9][CH2:10][O:11][c:12]2[n:13][cH:14][cH:15][cH:16][cH:17]2)[cH:18][cH:19]1.